Dataset: the Open Reaction Database (ORD), a public repository of structured organic reaction records. Task: describe an organic reaction: reactants, conditions, products, and yield Reactants: Cl, Cl[Hg]Cl, [Na+], [OH-], O=C(O)CC(O)(CC(=O)O)C(=O)O, O=C(O)C1CCCCC1C(=O)c1ccncc1. Yields the product O=C(O)C1CCCCC1Cc1ccncc1. RXN SMILES: [ClH:1].[Hg:34]([Cl:35])[Cl:36].[Na+:20].[OH-:19].[OH:21][C:22]([CH2:23][C:24]([C:25](=[O:26])[OH:27])([CH2:28][C:29](=[O:30])[OH:31])[OH:32])=[O:33].[n:2]1[cH:3][cH:4][c:5]([C:8](=[O:9])[CH:10]2[CH:11]([C:16](=[O:17])[OH:18])[CH2:12][CH2:13][CH2:14][CH2:15]2)[cH:6][cH:7]1>>[n:2]1[cH:3][cH:4][c:5]([CH2:8][CH:10]2[CH:11]([C:16](=[O:17])[OH:18])[CH2:12][CH2:13][CH2:14][CH2:15]2)[cH:6][cH:7]1. The reactants are N1C=CC=2C1=NC=C(C2)OC2=C(C(=O)OC)C=CC(=C2)N2CCN(CC2)CC=2CC1(CCNCC1)CCC2C2=CC=C(C=C2)Cl (methyl 2-(1H-pyrrolo[2,3-b]pyridin-5-yloxy)-4-(4-((9-(4-chlorophenyl)-3-azaspiro[5.5]undec-8-en-8-yl)methyl)piperazin-1-yl)benzoate), CC(=O)C (acetone), C(C)(=O)O[BH-](OC(C)=O)OC(C)=O.[Na+] (sodium triacetoxyborohydride). Run in ClCCl (dichloromethane), C(C)(=O)OCC (ethyl acetate). Run at time 8 hour. Yields the product N1C=CC=2C1=NC=C(C2)OC2=C(C(=O)OC)C=CC(=C2)N2CCN(CC2)CC=2CC1(CCN(CC1)C(C)C)CCC2C2=CC=C(C=C2)Cl (methyl 2-(1H-pyrrolo[2,3-b]pyridin-5-yloxy)-4-(4-((9-(4-chlorophenyl)-3-isopropyl-3-azaspiro[5.5]undec-8-en-8-yl)methyl)piperazin-1-yl)benzoate). As a reaction SMILES: [NH:1]1[C:5]2=[N:6][CH:7]=[C:8]([O:10][C:11]3[CH:20]=[C:19]([N:21]4[CH2:26][CH2:25][N:24]([CH2:27][C:28]5[CH2:29][C:30]6([CH2:36][CH2:37][C:38]=5[C:39]5[CH:44]=[CH:43][C:42]([Cl:45])=[CH:41][CH:40]=5)[CH2:35][CH2:34][NH:33][CH2:32][CH2:31]6)[CH2:23][CH2:22]4)[CH:18]=[CH:17][C:12]=3[C:13]([O:15][CH3:16])=[O:14])[CH:9]=[C:4]2[CH:3]=[CH:2]1.[CH3:46][C:47]([CH3:49])=O.C(O[BH-](OC(=O)C)OC(=O)C)(=O)C.[Na+]>ClCCl.C(OCC)(=O)C>[NH:1]1[C:5]2=[N:6][CH:7]=[C:8]([O:10][C:11]3[CH:20]=[C:19]([N:21]4[CH2:22][CH2:23][N:24]([CH2:27][C:28]5[CH2:29][C:30]6([CH2:36][CH2:37][C:38]=5[C:39]5[CH:40]=[CH:41][C:42]([Cl:45])=[CH:43][CH:44]=5)[CH2:31][CH2:32][N:33]([CH:47]([CH3:49])[CH3:46])[CH2:34][CH2:35]6)[CH2:25][CH2:26]4)[CH:18]=[CH:17][C:12]=3[C:13]([O:15][CH3:16])=[O:14])[CH:9]=[C:4]2[CH:3]=[CH:2]1 |f:2.3|. Reported procedure: To a solution of EXAMPLE 265H (320 mg) in dichloromethane (5 mL) was added acetone (143 mg) and sodium triacetoxyborohydride (157 mg). The mixture was stirred overnight. The mixture was diluted with ethyl acetate (200 mL) and washed with 2N aqueous NaOH, water and brine. After drying over Na2SO4, the mixture was filtered and the solvent was evaporated under vacuum to provide the title compound.